Dataset: the Open Reaction Database (ORD), a public repository of structured organic reaction records. Task: describe an organic reaction: reactants, conditions, products, and yield The reactants are NCCO[C@@H]1C[C@H]2CC[C@H]3[C@]4(CC[C@@H]([C@@]4(C)CC[C@@H]3[C@]2(CC1)C)C1=COC=C1)O (3β-(2-aminoethoxy)-17β-(3-furyl)-5β-androstan-14β-ol), [N+](=O)([O-])[O-].CC1(N=NC(=C1)C)C(=[NH2+])N (3,5-dimethyl-1-pyrazolylformamidinium nitrate). Solvent: C(C)O (ethanol). Product: [N+](=O)([O-])O[C@]12CC[C@@H]([C@@]1(C)CC[C@@H]1[C@]3(CC[C@@H](C[C@H]3CC[C@@H]21)OCCNC(=N)N)C)C2=COC=C2 (3β-(2-Guanidinoethoxy)-17β-(3-furyl)-5β-androstan-14β-ol nitrate). Reaction SMILES: [NH2:1][CH2:2][CH2:3][O:4][C@H:5]1[CH2:22][CH2:21][C@@:20]2([CH3:23])[C@H:7]([CH2:8][CH2:9][C@@H:10]3[C@@H:19]2[CH2:18][CH2:17][C@@:15]2([CH3:16])[C@:11]3([OH:29])[CH2:12][CH2:13][C@@H:14]2[C:24]2[CH:28]=[CH:27][O:26][CH:25]=2)[CH2:6]1.[N+:30]([O-:33])([O-])=[O:31].CC1([C:41]([NH2:43])=[NH2+:42])C=C(C)N=N1>C(O)C>[N+:30]([O:29][C@@:11]12[C@H:10]3[C@@H:19]([C@:20]4([CH3:23])[C@H:7]([CH2:8][CH2:9]3)[CH2:6][C@@H:5]([O:4][CH2:3][CH2:2][NH:1][C:41]([NH2:43])=[NH:42])[CH2:22][CH2:21]4)[CH2:18][CH2:17][C@:15]1([CH3:16])[C@@H:14]([C:24]1[CH:28]=[CH:27][O:26][CH:25]=1)[CH2:13][CH2:12]2)([O-:33])=[O:31] |f:1.2|. Procedure: To a solution of 0.17 g of 3β-(2-aminoethoxy)-17β-(3-furyl)-5β-androstan-14β-ol (I-aa) in 12 ml of absolute ethanol 0.090 g of 3,5-dimethyl-1-pyrazolylformamidinium nitrate were added and the mixture was kept at reflux for 7 hrs; the ethanol was concentrated under reduced pressure and 0.18 g of the title compound (I-al) crystallized as a white solid. The reactants are CC1C(C2=C(C=CC(=C2C1)C(C)C)C)O (2,7-dimethyl-4-isopropyl-indanol), O.C1(=CC=C(C=C1)S(=O)(=O)O)C (p-toluenesulfonic acid monohydrate), C(O)([O-])=O.[Na+] (sodium hydrogen carbonate). Run in C1=CC=CC=C1 (benzene). Yields the product CC=1CC2=C(C=CC(=C2C1)C(C)C)C (2,7-dimethyl-4-isopropylindene). Isolated yield 78.0%. Reaction SMILES: [CH3:1][CH:2]1[CH2:10][C:9]2[C:4](=[C:5]([CH3:14])[CH:6]=[CH:7][C:8]=2[CH:11]([CH3:13])[CH3:12])[CH:3]1O.O.C1(C)C=CC(S(O)(=O)=O)=CC=1.C(=O)([O-])O.[Na+]>C1C=CC=CC=1>[CH3:1][C:2]1[CH2:3][C:4]2[C:9]([CH:10]=1)=[C:8]([CH:11]([CH3:12])[CH3:13])[CH:7]=[CH:6][C:5]=2[CH3:14] |f:1.2,3.4|. Procedure: In a 1-liter egg-plant flask were charged about 40 g (0.20 mol) of 2,7-dimethyl-4-isopropyl-indanol, 500 ml of benzene, and p-toluenesulfonic acid monohydrate and the mixture was stirred under reflux for 1 hour. The reaction mixture was poured in an aqueous sodium hydrogen carbonate solution and extracted with diethyl ether. The organic layer was washed with water and with saline and dried over sodium sulfate. Sodium sulfate was removed by filtration and the solvent was distilled off under reduc... The reactants are N1CC(C(=O)OCC)CCC1 (ethyl nipecotate), C(=O)(O)CN1[C@H](C(=O)N(C([C@@H](N)[C@@H](C)CC)=O)CC2=CC=CC=C2)CCC1 (L-isoleucine, N-[1-(carboxymethyl)-L-prolyl] benzylamide), C(C)N1CCOCC1 (N-ethylmorpholine), ClC(=O)OCC(C)C (isobutyl chloroformate). Run in C(C)#N (acetonitrile). Product: N[C@@H]([C@@H](C)CC)C(=O)O (L-isoleucine). Isolated yield 161.1%. RXN SMILES: C(CN1CCC[C@H]1C(N(CC1C=CC=CC=1)[C:10](=[O:17])[C@H:11]([C@H:13]([CH2:15][CH3:16])[CH3:14])[NH2:12])=O)(O)=O.C(N1CC[O:33]CC1)C.ClC(OCC(C)C)=O.N1CCCC(C(OCC)=O)C1>C(#N)C>[NH2:12][C@H:11]([C:10]([OH:17])=[O:33])[C@H:13]([CH2:15][CH3:16])[CH3:14]. Procedure details: A -5° C. solution of L-isoleucine, N-[1-(carboxymethyl)-L-prolyl] benzylamide (266 mg, 0.71 mmol, 1.0 eq), N-ethylmorpholine (135 uL, 1.06 mmol, 1.5 eq) in acetonitrile (5.0 mL) was treated with isobutyl chloroformate (101 uL, 0.78 mmol, 1.1 eq) followed by ethyl nipecotate (220 uL, 1.40 mmol, 2.0 eq). Purification by flash chromatography provided 150 mg (41%) of L-isoleucine, N-[1-[2-[N-(piperidine-3-carboxylic acid ethyl ester)]-2-oxoethyl]-L-prolyl] benzylamide as a colorless oil. Starting materials: C1(CCCCC1)CBr (cyclohexylmethyl bromide), NC1=CC=C(C(=O)OCC)C=C1 (ethyl p-aminobenzoate). Solvent: CN(P(=O)(N(C)C)N(C)C)C (hexamethylphosphoramide). Yields the product C1(CCCCC1)CNC1=CC=C(C(=O)OCC)C=C1 (ethyl p-cyclohexylmethylaminobenzoate). RXN SMILES: [CH:1]1([CH2:7]Br)[CH2:6][CH2:5][CH2:4][CH2:3][CH2:2]1.[NH2:9][C:10]1[CH:20]=[CH:19][C:13]([C:14]([O:16][CH2:17][CH3:18])=[O:15])=[CH:12][CH:11]=1>CN(C)P(N(C)C)(N(C)C)=O>[CH:1]1([CH2:7][NH:9][C:10]2[CH:11]=[CH:12][C:13]([C:14]([O:16][CH2:17][CH3:18])=[O:15])=[CH:19][CH:20]=2)[CH2:6][CH2:5][CH2:4][CH2:3][CH2:2]1. Procedure details: A solution of 6 g. of cyclohexylmethyl bromide and 11.19 g. of ethyl p-aminobenzoate in 30 ml. of hexamethylphosphoramide is heated in an oil bath for 20 hours. The solution is poured into ice-cold water and extracted several times with diethyl ether. The combined ether extracts are washed with water, dried with anhydrous magnesium sulfate, and evaporated to dryness under reduced pressure to furnish ethyl p-cyclohexylmethylaminobenzoate as an oil. Reactants: CC(C)C(NC(=O)OCc1ccccc1)C(=O)O, CN(C)c1ccncc1, C(=NC1CCCCC1)=NC1CCCCC1, ClCCl, COc1ccc(COC(=O)C(C)(C)CC(O)CO)cc1. Yields the product COc1ccc(COC(=O)C(C)(C)CC(O)COC(=O)C(NC(=O)OCc2ccccc2)C(C)C)cc1. RXN SMILES: [C:36](=[O:37])([O:38][CH2:39][c:40]1[cH:41][cH:42][cH:43][cH:44][cH:45]1)[NH:46][CH:47]([CH:48]([CH3:49])[CH3:50])[C:51](=[O:52])[OH:53].[CH3:54][N:55]([c:56]1[cH:57][cH:58][n:59][cH:60][cH:61]1)[CH3:62].[CH:1]1([N:2]=[C:3]=[N:4][CH:5]2[CH2:6][CH2:7][CH2:8][CH2:9][CH2:10]2)[CH2:11][CH2:12][CH2:13][CH2:14][CH2:15]1.[Cl:63][CH2:64][Cl:65].[OH:16][CH:17]([CH2:18][C:19]([C:20](=[O:21])[O:22][CH2:23][c:24]1[cH:25][cH:26][c:27]([O:30][CH3:31])[cH:28][cH:29]1)([CH3:32])[CH3:33])[CH2:34][OH:35]>>[OH:16][CH:17]([CH2:18][C:19]([C:20](=[O:21])[O:22][CH2:23][c:24]1[cH:25][cH:26][c:27]([O:30][CH3:31])[cH:28][cH:29]1)([CH3:32])[CH3:33])[CH2:34][O:35][C:51]([CH:47]([NH:46][C:36](=[O:37])[O:38][CH2:39][c:40]1[cH:41][cH:42][cH:43][cH:44][cH:45]1)[CH:48]([CH3:49])[CH3:50])=[O:52]. Reactants: N1(CCCCC1)CC(O)C1=CC2(C3=CC=CC=C13)CCCC2 (2-Piperidino-1-[spiro(cyclopentane-1,1'-indene)-3'-yl]ethanol), C(C(=O)[O-])(=O)O (hydrogen oxalate). The product is CN(CC(O)C1=CC2(C3=CC=CC=C13)CCCC2)C (2-Dimethylamino-1-[spiro(cyclopentane-1,1'-indene)-3'-yl]ethanol). Reaction SMILES: [N:1]1([CH2:7][CH:8]([C:10]2[C:18]3[C:13](=[CH:14][CH:15]=[CH:16][CH:17]=3)[C:12]3([CH2:22][CH2:21][CH2:20][CH2:19]3)[CH:11]=2)[OH:9])[CH2:6]CCC[CH2:2]1.C(O)(=O)C([O-])=O>>[CH3:2][N:1]([CH3:6])[CH2:7][CH:8]([C:10]1[C:18]2[C:13](=[CH:14][CH:15]=[CH:16][CH:17]=2)[C:12]2([CH2:22][CH2:21][CH2:20][CH2:19]2)[CH:11]=1)[OH:9]. Procedure: 2-Piperidino-1-[spiro(cyclopentane-1,1'-indene)-3'-yl]ethanol, hydrogen oxalate, m.p. 179.5° C. Starting materials: CCO, CCOC(=O)Cn1c(C)cc(S(=O)(=O)CCCl)c([N+](=O)[O-])c1=O, O=[Pt]=O. Yields the product CCOC(=O)Cn1c(C)cc(S(=O)(=O)CCCl)c(N)c1=O. RXN SMILES: [CH3:24][CH2:25][OH:26].[Cl:1][CH2:2][CH2:3][S:4](=[O:5])(=[O:6])[c:7]1[c:8]([N+:21]([O-:22])=[O:23])[c:9](=[O:20])[n:10]([CH2:14][C:15](=[O:16])[O:17][CH2:18][CH3:19])[c:11]([CH3:13])[cH:12]1.[Pt:27](=[O:28])=[O:29]>>[Cl:1][CH2:2][CH2:3][S:4](=[O:5])(=[O:6])[c:7]1[c:8]([NH2:21])[c:9](=[O:20])[n:10]([CH2:14][C:15](=[O:16])[O:17][CH2:18][CH3:19])[c:11]([CH3:13])[cH:12]1.